This data is from the Open Reaction Database (ORD), a public repository of structured organic reaction records. The task is: describe an organic reaction: reactants, conditions, products, and yield Starting materials: CCc1cc(-c2ccc(S(=O)(=O)Cl)s2)c(C)[nH]c1=O, NCC(O)c1ccccc1. Product: CCc1cc(-c2ccc(S(=O)(=O)NCC(O)c3ccccc3)s2)c(C)[nH]c1=O. RXN SMILES: [CH2:1]([CH3:2])[c:3]1[cH:4][c:5](-[c:11]2[cH:12][cH:13][c:14]([S:16](=[O:17])(=[O:18])[Cl:19])[s:15]2)[c:6]([CH3:10])[nH:7][c:8]1=[O:9].[NH2:20][CH2:21][CH:22]([OH:23])[c:24]1[cH:25][cH:26][cH:27][cH:28][cH:29]1>>[CH2:1]([CH3:2])[c:3]1[cH:4][c:5](-[c:11]2[cH:12][cH:13][c:14]([S:16](=[O:17])(=[O:18])[NH:20][CH2:21][CH:22]([OH:23])[c:24]3[cH:25][cH:26][cH:27][cH:28][cH:29]3)[s:15]2)[c:6]([CH3:10])[nH:7][c:8]1=[O:9]. Starting materials: OC1CCCC1, O, Cc1ccc(S(=O)(=O)Cl)cc1, c1ccncc1. Yields the product Cc1ccc(S(=O)(=O)OC2CCCC2)cc1. As a reaction SMILES: [CH:1]1([OH:6])[CH2:2][CH2:3][CH2:4][CH2:5]1.[OH2:24].[c:7]1([CH3:17])[cH:8][cH:9][c:10]([S:13](=[O:14])(=[O:15])[Cl:16])[cH:11][cH:12]1.[cH:18]1[cH:19][cH:20][n:21][cH:22][cH:23]1>>[CH:1]1([O:6][S:13]([c:10]2[cH:9][cH:8][c:7]([CH3:17])[cH:12][cH:11]2)(=[O:14])=[O:15])[CH2:2][CH2:3][CH2:4][CH2:5]1. Reactants: C1(=CC=C(C=C1)S(=O)(=O)OC(CCC(CCCCC)CO)C=1COC=CC1)C (4-hydroxymethyl-3-oxa-1-phenyl-nonan-1-ol 1-mono-p-toluene sulphonate), C1C(C2=CC=CC=C2)O1 (styrene oxide), C(C(CCCCC)O)O (heptane-1,2-diol), 4-hydroxymethyl-3-oxa-1-phenylnonan-1-ols. Run in CN(C)P(=O)(N(C)C)N(C)C (phosphoric acid hexamethyltriamide). The product is C1(=CC=CC=C1)C1OCC(OC1)CCCCC (2-phenyl-5-pentyl-1,4-dioxane). RXN SMILES: C1(C)C=CC(S(O[CH:11]([C:22]2[CH2:23][O:24][CH:25]=CC=2)[CH2:12][CH2:13][CH:14](CO)CCCCC)(=O)=O)=CC=1.[CH2:29]1[O:37][CH:30]1[C:31]1[CH:36]=[CH:35][CH:34]=[CH:33][CH:32]=1.C(O)C(O)CCCCC>CN(P(N(C)C)(N(C)C)=O)C>[C:31]1([CH:30]2[CH2:25][O:24][CH:23]([CH2:22][CH2:11][CH2:12][CH2:13][CH3:14])[CH2:29][O:37]2)[CH:32]=[CH:33][CH:34]=[CH:35][CH:36]=1. Procedure: A solution of 4.06 g. 4-hydroxymethyl-3-oxa-1-phenyl-nonan-1-ol 1-mono-p-toluene sulphonate (obtainable by reaction of styrene oxide with heptane-1,2-diol and partial tosylation of the 4-hydroxymethyl-3-oxa-1-phenylnonan-1-ols obtained) in 100 ml. phosphoric acid hexamethyltriamide is heated for 24 hours to 80°. One evaporates, works up as usual and obtains 2-phenyl-5-pentyl-1,4-dioxane as an oily isomer mixture. Isomerization of 1 g. of the mixture by 2 hours heating with 0.05 g. K tert.-butyla... Reactants: N#CC=C1c2cscc2NC(=O)c2cscc21, CN(C)c1ccccc1, O=P(Cl)(Cl)Cl. As a reaction SMILES: [C:10](#[N:11])[CH:12]=[C:13]1[c:14]2[c:15]([cH:24][s:25][cH:26]2)[NH:16][C:17](=[O:23])[c:18]2[c:19]1[cH:20][s:21][cH:22]2.[CH3:1][N:2]([c:3]1[cH:4][cH:5][cH:6][cH:7][cH:8]1)[CH3:9].[P:27]([Cl:28])([Cl:29])([Cl:30])=[O:31]>>[C:10](#[N:11])[CH:12]=[C:13]1[c:14]2[c:15]([cH:24][s:25][cH:26]2)[N:16]=[C:17]([Cl:29])[c:18]2[c:19]1[cH:20][s:21][cH:22]2. Yields the product N#CC=C1c2cscc2N=C(Cl)c2cscc21. Starting materials: BrC=1C=CC2=C(N3N=C(C=C3CCO2)C=2N(N=CN2)C(C)C)C1 (9-bromo-2-(2-isopropyl-2H-[1,2,4]triazol-3-yl)-4,5-dihydro-6-oxa-1,10b-diaza-benzo[e]azulene), CN(C=NC(=O)C=1C=C2CCOC3=C(N2N1)C=C(C=C3)Br)C (9-bromo-4,5-dihydro-6-oxa-1,10b-diaza-benzo[e]azulene-2-carboxylic acid 1-dimethylaminomethylideneamide), FC(CNN)(F)F (trifluoroethyl hydrazine). Yields the product BrC=1C=CC2=C(N3N=C(C=C3CCO2)C=2N(N=CN2)CC(F)(F)F)C1 (9-Bromo-2-[2-(2,2,2-trifluoro-ethyl)-2H-[1,2,4]triazol-3-yl]-4,5-dihydro-6-oxa-1,10b-diaza-benzo[e]azulene). Reaction SMILES: BrC1C=CC2OCCC3N(N=C(C4N(C(C)C)N=CN=4)C=3)C=2C=1.C[N:25](C)[CH:26]=[N:27][C:28]([C:30]1[CH:31]=[C:32]2[N:38]([N:39]=1)[C:37]1[CH:40]=[C:41]([Br:44])[CH:42]=[CH:43][C:36]=1[O:35][CH2:34][CH2:33]2)=O.[F:46][C:47]([F:52])([F:51])[CH2:48][NH:49]N>>[Br:44][C:41]1[CH:42]=[CH:43][C:36]2[O:35][CH2:34][CH2:33][C:32]3[N:38]([N:39]=[C:30]([C:28]4[N:49]([CH2:48][C:47]([F:52])([F:51])[F:46])[N:25]=[CH:26][N:27]=4)[CH:31]=3)[C:37]=2[CH:40]=1. Reported procedure: Following the procedure for 9-bromo-2-(2-isopropyl-2H-[1,2,4]triazol-3-yl)-4,5-dihydro-6-oxa-1,10b-diaza-benzo[e]azulene, 9-bromo-4,5-dihydro-6-oxa-1,10b-diaza-benzo[e]azulene-2-carboxylic acid 1-dimethylaminomethylideneamide was reacted with trifluoroethyl hydrazine (70% aqueous) to give 9-Bromo-2-[2-(2,2,2-trifluoro-ethyl)-2H-[1,2,4]triazol-3-yl]-4,5-dihydro-6-oxa-1,10b-diaza-benzo[e]azulene as a white solid. LCMS RT=4.49 min, M+H+=414/416. Starting materials: CN1C(C=2C(NC3=C1C=CC=C3)=CSC2)=O (4,9-dihydro-9-methyl-10H-thieno[3,4-b][1,5]benzodiazepin-10-one), C(C)(=O)Cl (acetyl chloride). Solvent: C1=CC=CC=C1 (benzene). Conditions: time 3 hour. Product: C(C)(=O)N1C=2C(C(N(C3=C1C=CC=C3)C)=O)=CSC2 (4-Acetyl-4,9-dihydro-9-methyl-10H-thieno[3,4-b][1,5]benzodiazepin-10-one). Reaction SMILES: [CH3:1][N:2]1[C:8]2[CH:9]=[CH:10][CH:11]=[CH:12][C:7]=2[NH:6][C:5]2=[CH:13][S:14][CH:15]=[C:4]2[C:3]1=[O:16].[C:17](Cl)(=[O:19])[CH3:18]>C1C=CC=CC=1>[C:17]([N:6]1[C:7]2[CH:12]=[CH:11][CH:10]=[CH:9][C:8]=2[N:2]([CH3:1])[C:3](=[O:16])[C:4]2=[CH:15][S:14][CH:13]=[C:5]12)(=[O:19])[CH3:18]. Procedure: A mixture of 7 g. of 4,9-dihydro-9-methyl-10H-thieno[3,4-b][1,5]benzodiazepin-10-one and 2.7 g. of acetyl chloride in 75 ml. of benzene is heated under reflux with stirring for 3 hours. The reaction mixture is cooled in an ice bath and two crops of brown crystals are collected, washed with benzene, dried and combined. Concentration of the benzene provides a third crop which is combined with the first two crops, heated to boiling in 250 ml. of ethyl acetate and filtered while hot. An equal amount...